From a dataset of the Open Reaction Database (ORD), a public repository of structured organic reaction records. describe an organic reaction: reactants, conditions, products, and yield The reactants are CCOC(=O)Nc1nc2ccc(C)cc2nc1OC, COc1ccccc1N1CCNCC1. The product is COc1ccccc1N1CCN(C(=O)Nc2nc3ccc(C)cc3nc2OC)CC1. Reaction SMILES: [CH3:1][O:2][c:3]1[c:4]([NH:14][C:15]([O:16][CH2:17][CH3:18])=[O:19])[n:5][c:6]2[cH:7][cH:8][c:9]([CH3:13])[cH:10][c:11]2[n:12]1.[CH3:20][O:21][c:22]1[c:23]([N:28]2[CH2:29][CH2:30][NH:31][CH2:32][CH2:33]2)[cH:24][cH:25][cH:26][cH:27]1>>[CH3:1][O:2][c:3]1[c:4]([NH:14][C:15](=[O:19])[N:31]2[CH2:30][CH2:29][N:28]([c:23]3[c:22]([O:21][CH3:20])[cH:27][cH:26][cH:25][cH:24]3)[CH2:33][CH2:32]2)[n:5][c:6]2[cH:7][cH:8][c:9]([CH3:13])[cH:10][c:11]2[n:12]1. The reactants are CC1=C(C(=NO1)C1=CC=CC=C1)C=1N=CN(C1)C1=CC=C(C(=O)O)C=C1 (4-[4-(5-methyl-3-phenyl-isoxazol-4-yl)-imidazol-1-yl]-benzoic acid), C1(CC1)CN (cyclopropylmethylamine). Yields the product CC1=C(C(=NO1)C1=CC=CC=C1)C=1N=CN(C1)C1=CC=C(C(=O)NCC#C)C=C1 (4-[4-(5-Methyl-3-phenyl-isoxazol-4-yl)-imidazol-1-yl]-N-prop-2-ynyl-benzamide). Yield: 13.0%. As a reaction SMILES: [CH3:1][C:2]1[O:6][N:5]=[C:4]([C:7]2[CH:12]=[CH:11][CH:10]=[CH:9][CH:8]=2)[C:3]=1[C:13]1[N:14]=[CH:15][N:16]([C:18]2[CH:26]=[CH:25][C:21]([C:22]([OH:24])=O)=[CH:20][CH:19]=2)[CH:17]=1.[CH:27]1([CH2:30][NH2:31])C[CH2:28]1>>[CH3:1][C:2]1[O:6][N:5]=[C:4]([C:7]2[CH:8]=[CH:9][CH:10]=[CH:11][CH:12]=2)[C:3]=1[C:13]1[N:14]=[CH:15][N:16]([C:18]2[CH:26]=[CH:25][C:21]([C:22]([NH:31][CH2:30][C:27]#[CH:28])=[O:24])=[CH:20][CH:19]=2)[CH:17]=1. Procedure: As described for Example 71c, 4-[4-(5-methyl-3-phenyl-isoxazol-4-yl)-imidazol-1-yl]-benzoic acid (100 mg, 0.29 mmol) was converted, using prop-2-ynlamine instead of cyclopropylmethylamine, to the title compound (15 mg, 13%) which was obtained as an off-white solid. MS: m/e=382.9 [M+H]+. The reactants are [BH4-], CO, [Na+], Cc1c(C(=O)NC(CC=O)c2cccc(C(F)(F)F)c2)cnn1-c1ccc(Cl)cc1. Yields the product Cc1c(C(=O)NC(CCO)c2cccc(C(F)(F)F)c2)cnn1-c1ccc(Cl)cc1. Reaction SMILES: [BH4-:31].[CH3:33][OH:34].[Na+:32].[O:1]=[CH:2][CH2:3][CH:4]([c:5]1[cH:6][c:7]([C:11]([F:12])([F:13])[F:14])[cH:8][cH:9][cH:10]1)[NH:15][C:16](=[O:17])[c:18]1[cH:19][n:20][n:21](-[c:24]2[cH:25][cH:26][c:27]([Cl:30])[cH:28][cH:29]2)[c:22]1[CH3:23]>>[OH:1][CH2:2][CH2:3][CH:4]([c:5]1[cH:6][c:7]([C:11]([F:12])([F:13])[F:14])[cH:8][cH:9][cH:10]1)[NH:15][C:16](=[O:17])[c:18]1[cH:19][n:20][n:21](-[c:24]2[cH:25][cH:26][c:27]([Cl:30])[cH:28][cH:29]2)[c:22]1[CH3:23]. Reactants: C1CCNC1, CCO, Cl, O=C(O)C=CC(=O)O, CC(=O)NC1c2c(Cl)cccc2C(c2ccccc2)CN1C. Reaction SMILES: [CH2:24]1[CH2:25][CH2:26][NH:27][CH2:28]1.[CH3:37][CH2:38][OH:39].[ClH:1].[OH:29][C:30]([CH:31]=[CH:32][C:33](=[O:34])[OH:35])=[O:36].[c:2]1([CH:8]2[CH2:9][N:10]([CH3:23])[CH:11]([NH:19][C:20]([CH3:21])=[O:22])[c:12]3[c:13]([Cl:18])[cH:14][cH:15][cH:16][c:17]32)[cH:3][cH:4][cH:5][cH:6][cH:7]1>>[c:2]1([CH:8]2[CH2:9][N:10]([CH3:23])[CH:11]([NH:19][C:20]([CH3:21])=[O:22])[c:12]3[c:13]([N:27]4[CH2:26][CH2:25][CH2:24][CH2:28]4)[cH:14][cH:15][cH:16][c:17]32)[cH:3][cH:4][cH:5][cH:6][cH:7]1. The product is CC(=O)NC1c2c(cccc2N2CCCC2)C(c2ccccc2)CN1C. Reactants: O=C([O-])[O-], CN1CCCC1=O, [K+], [K+], O=[N+]([O-])c1ccc(-c2nc3ccccc3o2)cc1, Oc1ccccc1. The product is c1ccc(Oc2ccc(-c3nc4ccccc4o3)cc2)cc1. RXN SMILES: [C:26](=[O:27])([O-:28])[O-:29].[CH3:32][N:33]1[CH2:34][CH2:35][CH2:36][C:37]1=[O:38].[K+:30].[K+:31].[N+:1]([O-:2])(=[O:3])[c:4]1[cH:5][cH:6][c:7](-[c:10]2[o:11][c:12]3[c:13]([n:14]2)[cH:15][cH:16][cH:17][cH:18]3)[cH:8][cH:9]1.[OH:19][c:20]1[cH:21][cH:22][cH:23][cH:24][cH:25]1>>[c:4]1([O:19][c:20]2[cH:21][cH:22][cH:23][cH:24][cH:25]2)[cH:5][cH:6][c:7](-[c:10]2[o:11][c:12]3[c:13]([n:14]2)[cH:15][cH:16][cH:17][cH:18]3)[cH:8][cH:9]1. The reactants are ClCCl, O=C(OO)c1cccc(Cl)c1, O=C1c2cnc3ccccc3c2CN1c1ccccc1. Yields the product O=C1c2c(c3ccccc3[nH]c2=O)CN1c1ccccc1. As a reaction SMILES: [CH2:32]([Cl:33])[Cl:34].[Cl:21][c:22]1[cH:23][cH:24][cH:25][c:26]([C:27]([O:28][OH:30])=[O:29])[cH:31]1.[c:1]1([N:7]2[C:8](=[O:20])[c:9]3[cH:10][n:11][c:12]4[cH:13][cH:14][cH:15][cH:16][c:17]4[c:18]3[CH2:19]2)[cH:2][cH:3][cH:4][cH:5][cH:6]1>>[c:1]1([N:7]2[C:8](=[O:20])[c:9]3[c:10](=[O:29])[nH:11][c:12]4[cH:13][cH:14][cH:15][cH:16][c:17]4[c:18]3[CH2:19]2)[cH:2][cH:3][cH:4][cH:5][cH:6]1. Yields the product COc1ccccc1N1CCN(CCC(C(=O)C2CCCCCC2)c2ccccc2)CC1. Reaction SMILES: [C:35]([O:36][B:37]([O:38][C:39](=[O:40])[CH3:41])[O:42][C:43](=[O:44])[CH3:45])(=[O:46])[CH3:47].[CH3:20][O:21][c:22]1[c:23]([N:28]2[CH2:29][CH2:30][NH:31][CH2:32][CH2:33]2)[cH:24][cH:25][cH:26][cH:27]1.[CH:1]1([C:8](=[O:9])[CH:10]([CH2:11][CH:12]=[O:13])[c:14]2[cH:15][cH:16][cH:17][cH:18][cH:19]2)[CH2:2][CH2:3][CH2:4][CH2:5][CH2:6][CH2:7]1.[H-:34].[Na+:48]>>[CH:1]1([C:8](=[O:9])[CH:10]([CH2:11][CH2:12][N:31]2[CH2:30][CH2:29][N:28]([c:23]3[c:22]([O:21][CH3:20])[cH:27][cH:26][cH:25][cH:24]3)[CH2:33][CH2:32]2)[c:14]2[cH:15][cH:16][cH:17][cH:18][cH:19]2)[CH2:2][CH2:3][CH2:4][CH2:5][CH2:6][CH2:7]1. Reactants: CC(=O)OB(OC(C)=O)OC(C)=O, COc1ccccc1N1CCNCC1, O=CCC(C(=O)C1CCCCCC1)c1ccccc1, [H-], [Na+].